This data is from the Open Reaction Database (ORD), a public repository of structured organic reaction records. The task is: describe an organic reaction: reactants, conditions, products, and yield Starting materials: OC[C@H]1NC(OC1C(CO)C)=O ((4R)-4-(hydroxymethyl)-5-(1-hydroxypropan-2-yl)oxazolidin-2-one), C1(=CC=C(C=C1)S(=O)(=O)Cl)C (p-toluenesulfonylchloride), CCOC(=O)C (EtOAc). Solvent: N1=CC=CC=C1 (pyridine). Yields the product CC1=CC=C(C=C1)S(=O)(=O)OCC(C)C1[C@H](NC(O1)=O)COS(=O)(=O)C1=CC=C(C)C=C1 (2-((4R)-2-oxo-4-(tosyloxymethyl)oxazolidin-5-yl)propyl 4-methylbenzenesulfonate). Isolated yield 68.0%. As a reaction SMILES: [OH:1][CH2:2][C@@H:3]1[CH:7]([CH:8]([CH3:11])[CH2:9][OH:10])[O:6][C:5](=[O:12])[NH:4]1.[C:13]1([CH3:23])[CH:18]=[CH:17][C:16]([S:19](Cl)(=[O:21])=[O:20])=[CH:15][CH:14]=1.CCO[C:27]([CH3:29])=O>N1C=CC=CC=1>[CH3:23][C:13]1[CH:18]=[CH:17][C:16]([S:19]([O:10][CH2:9][CH:8]([CH:7]2[O:6][C:5](=[O:12])[NH:4][C@@H:3]2[CH2:2][O:1][S:19]([C:27]2[CH:29]=[CH:18][C:13]([CH3:23])=[CH:14][CH:15]=2)(=[O:21])=[O:20])[CH3:11])(=[O:21])=[O:20])=[CH:15][CH:14]=1. Reported procedure: To a solution of (4R)-4-(hydroxymethyl)-5-(1-hydroxypropan-2-yl)oxazolidin-2-one (1.0 equiv.) in pyridine (0.15 M) at 0° C. was added p-toluenesulfonylchloride (2.1 equiv.). The solution was allowed to warm to rt as it stirred for 14 hours, at which time EtOAc was added and the solution was washed with H2O (3×), CuSO4(sat.) (2×), H2O, Na2CO3(sat.) and NaCl(sat.), dried over MgSO4, filtered, concentrated and purified by silica gel chromatography (75% EtOAc/hexanes eluent) yielding 2-((4R)-2-oxo-4...